Dataset: the Open Reaction Database (ORD), a public repository of structured organic reaction records. Task: describe an organic reaction: reactants, conditions, products, and yield Reactants: ClC1=C(C=C(C=C1)O)NC(C(C(C)=O)CC1=CC=C(C=C1)N1N=CC=C1)=O (N-(2-chloro-5-hydroxyphenyl)-3-oxo-2-(4-pyrazol-1-ylbenzyl)butyramide), CS(=O)(=O)O (methanesulfonic acid), C(C)(=O)[O-].[Na+] (sodium acetate). Run at temperature 100 celsius. Yields the product ClC=1C=CC(=C2C(=C(C(NC12)=O)CC1=CC=C(C=C1)N1N=CC=C1)C)O (8-chloro-5-hydroxy-4-methyl-3-(4-pyrazol-1-ylbenzyl)-1H-quinolin-2-one). The yield is 65.4%. RXN SMILES: [Cl:1][C:2]1[CH:7]=[CH:6][C:5]([OH:8])=[CH:4][C:3]=1[NH:9][C:10](=[O:27])[CH:11]([CH2:15][C:16]1[CH:21]=[CH:20][C:19]([N:22]2[CH:26]=[CH:25][CH:24]=[N:23]2)=[CH:18][CH:17]=1)[C:12](=O)[CH3:13].CS(O)(=O)=O.C([O-])(=O)C.[Na+]>>[Cl:1][C:2]1[CH:7]=[CH:6][C:5]([OH:8])=[C:4]2[C:3]=1[NH:9][C:10](=[O:27])[C:11]([CH2:15][C:16]1[CH:21]=[CH:20][C:19]([N:22]3[CH:26]=[CH:25][CH:24]=[N:23]3)=[CH:18][CH:17]=1)=[C:12]2[CH3:13] |f:2.3|. Reported procedure: A mixture of N-(2-chloro-5-hydroxyphenyl)-3-oxo-2-(4-pyrazol-1-ylbenzyl)butyramide (1.3 g) and methanesulfonic acid (7.0 mL) was heated at 100° C. for 10 minutes. The mixture was cooled to room temperature and then poured into a saturated aqueous solution of sodium acetate. The resulting precipitate was collected by filtration, washed with water and dried to afford title compound as a beige solid (0.81 g). The reactants are CCOC(=O)C(Br)C(=O)OCC, Nc1ccccc1, c1ccccc1. Product: CCOC(=O)C(Nc1ccccc1)C(=O)OCC. As a reaction SMILES: [Br:8][CH:9]([C:10](=[O:11])[O:12][CH2:13][CH3:14])[C:15](=[O:16])[O:17][CH2:18][CH3:19].[NH2:1][c:2]1[cH:3][cH:4][cH:5][cH:6][cH:7]1.[cH:20]1[cH:21][cH:22][cH:23][cH:24][cH:25]1>>[NH:1]([c:2]1[cH:3][cH:4][cH:5][cH:6][cH:7]1)[CH:9]([C:10](=[O:11])[O:12][CH2:13][CH3:14])[C:15](=[O:16])[O:17][CH2:18][CH3:19]. Starting materials: Cc1ccccc1, O=c1ccc2cc(F)ccc2[nH]1, [Na+], [OH-], O=P(Cl)(Cl)Cl. Reaction SMILES: [CH3:20][c:21]1[cH:22][cH:23][cH:24][cH:25][cH:26]1.[F:1][c:2]1[cH:3][c:4]2[cH:5][cH:6][c:7](=[O:12])[nH:8][c:9]2[cH:10][cH:11]1.[Na+:19].[OH-:18].[P:13]([Cl:14])([Cl:15])([Cl:16])=[O:17]>>[F:1][c:2]1[cH:3][c:4]2[cH:5][cH:6][c:7]([Cl:15])[n:8][c:9]2[cH:10][cH:11]1. Product: Fc1ccc2nc(Cl)ccc2c1. Starting materials: O=P12OP3(=O)OP(=O)(O1)OP(=O)(O2)O3 (phosphorus pentoxide), polyphosphoric acid, C(CC1=CC=CC=C1)NC=O (phenethylformamide). The solvent is O (water). Conditions: temperature 180 celsius. Product: C1=NCCC2=CC=CC=C12 (3,4-dihydroisoquinoline). As a reaction SMILES: O=P12OP3(OP(OP(O3)(O1)=O)(=O)O2)=O.[CH2:15]([NH:23][CH:24]=O)[CH2:16][C:17]1[CH:22]=[CH:21][CH:20]=[CH:19][CH:18]=1>O>[CH:24]1[C:22]2[C:17](=[CH:18][CH:19]=[CH:20][CH:21]=2)[CH2:16][CH2:15][N:23]=1. Reported procedure: A 250 mL round bottom flask equipped with stir bar, reflux condenser, and an addition funnel is charged with phosphorus pentoxide (7.07 g) and polyphosphoric acid in a 10.5:1 weight ratio. The mixture is stirred and heated at approximately 180° C. for about 1 hour, then cooled to approximately 150° C. The cooled, crude phenethylformamide prepared as described above is added dropwise to this mixture. On complete addition the reaction is heated and stirred at approximately 170° C. overnight. The m... Starting materials: O=CCC1C(C2=CC=CC(=C2CC1)OC)=O (2-(2-oxoethyl)-5-methoxy-1-tetralone), C(C)(=O)NCCN (N-acetylethylenediamine). Solvent: C(C)(=O)O (acetic acid). Yields the product COC1=CC=CC2=C1CCC=1C=CN(C21)CCNC(C)=O (N-[2-(4,5-dihydro-6-methoxy-1H-benz[g]indol-1-yl)ethyl]-acetamide). The yield is 39.9%. Reaction SMILES: O=[CH:2][CH2:3][CH:4]1[CH2:13][CH2:12][C:11]2[C:6](=[CH:7][CH:8]=[CH:9][C:10]=2[O:14][CH3:15])[C:5]1=O.[C:17]([NH:20][CH2:21][CH2:22][NH2:23])(=[O:19])[CH3:18]>C(O)(=O)C>[CH3:15][O:14][C:10]1[C:11]2[CH2:12][CH2:13][C:4]3[CH:3]=[CH:2][N:23]([CH2:22][CH2:21][NH:20][C:17](=[O:19])[CH3:18])[C:5]=3[C:6]=2[CH:7]=[CH:8][CH:9]=1. Reported procedure: 175 mg of 2-(2-oxoethyl)-5-methoxy-1-tetralone and 144 mg of N-acetylethylenediamine were heated to reflux under argon in 4 ml of acetic acid for 1.5 hours. The solvent was removed in a vacuum. The residue was taken up in 25 ml of water and extracted several times with dichloromethane. Chromatography on 20 g of silica gel with ethyl acetate gave a greenish coloured oil. This was crystallized from toluene for purification. 91 mg (46%) of N-[2-(4,5-dihydro-6-methoxy-1H-benz[g]indol-1-yl)ethyl]-ace... Reactants: Cc1ccccc1, COC(=O)c1cccc(N)c1O, c1ccncc1, O=C(Cl)c1cccc(-c2ccncc2)c1. The product is COC(=O)c1cccc(NC(=O)c2cccc(-c3ccncc3)c2)c1O. As a reaction SMILES: [CH3:34][c:35]1[cH:36][cH:37][cH:38][cH:39][cH:40]1.[NH2:1][c:2]1[c:3]([OH:12])[c:4]([C:5](=[O:6])[O:7][CH3:8])[cH:9][cH:10][cH:11]1.[cH:13]1[cH:14][cH:15][n:16][cH:17][cH:18]1.[n:19]1[cH:20][cH:21][c:22](-[c:25]2[cH:26][c:27]([C:28](=[O:29])[Cl:30])[cH:31][cH:32][cH:33]2)[cH:23][cH:24]1>>[NH:1]([c:2]1[c:3]([OH:12])[c:4]([C:5](=[O:6])[O:7][CH3:8])[cH:9][cH:10][cH:11]1)[C:28]([c:27]1[cH:26][c:25](-[c:22]2[cH:21][cH:20][n:19][cH:24][cH:23]2)[cH:33][cH:32][cH:31]1)=[O:29]. Reactants: S(=O)(Cl)Cl (thionyl chloride), C1=CC=CC=2C(C3=C(CCC21)C=CC=C3)O (10,11-dihydro-5H-dibenzo[a,d]cyclohepten-5-ol). Run in C1=CC=CC=C1 (benzene). Yields the product ClC1C2=C(CCC3=C1C=CC=C3)C=CC=C2 (5-chloro-10,11-dihydro-5H-dibenzo[a,d]cycloheptene). As a reaction SMILES: S(Cl)([Cl:3])=O.[CH:5]1[C:15]2[CH2:14][CH2:13][C:12]3[CH:16]=[CH:17][CH:18]=[CH:19][C:11]=3[CH:10](O)[C:9]=2[CH:8]=[CH:7][CH:6]=1>C1C=CC=CC=1>[Cl:3][CH:10]1[C:9]2[CH:8]=[CH:7][CH:6]=[CH:5][C:15]=2[CH2:14][CH2:13][C:12]2[CH:16]=[CH:17][CH:18]=[CH:19][C:11]1=2. Reported procedure: 350 ml of thionyl chloride are added dropwise at a temperature of 30 to 40° to a solution of 201.5 g of crude 10,11-dihydro-5H-dibenzo[a,d]cyclohepten-5-ol in 700 ml of dry benzene over a period of 40 minutes. Subsequently, the mixture is heated to boiling under reflux for an additional 1.5 hours and concentrated in vacuo. The residue is diluted 2 to 3 times with 300 ml of benzene each time and in each case again evaporated. There is obtained 5-chloro-10,11-dihydro-5H-dibenzo[a,d]cycloheptene as... Starting materials: BrC=1SC(=CC1C=O)Cl (2-bromo-5-chlorothiophene-3-carbaldehyde), ClC=1C=C(C=CC1)[Mg]Br (3-chlorophenylmagnesium bromide). The solvent is C1CCOC1.CCOCC (THF ether). Reaction conditions: temperature -78 celsius, time 5 minute. Product: BrC=1SC(=CC1C(O)C1=CC(=CC=C1)Cl)Cl ((2-bromo-5-chloro-3-thienyl)(3-chlorophenyl)methanol). RXN SMILES: [Br:1][C:2]1[S:3][C:4]([Cl:9])=[CH:5][C:6]=1[CH:7]=[O:8].[Cl:10][C:11]1[CH:12]=[C:13]([Mg]Br)[CH:14]=[CH:15][CH:16]=1>C1COCC1.CCOCC>[Br:1][C:2]1[S:3][C:4]([Cl:9])=[CH:5][C:6]=1[CH:7]([C:15]1[CH:14]=[CH:13][CH:12]=[C:11]([Cl:10])[CH:16]=1)[OH:8] |f:2.3|. Reported procedure: To a solution of 2-bromo-5-chlorothiophene-3-carbaldehyde from Example 1, Step 3 (2.50 g, 11.1 mmol) in THF/ether at −78° C. was added 3-chlorophenylmagnesium bromide (26.6 mL, 0.5M in THF) in 2 min. and the mixture was stirred at −78° C. for 5 min., quenched with saturated NH4Cl/water and extracted with ethyl acetate. The organic layer was washed with brine, dried over MgSO4 and filtered. The filtrate was concentrated and the residue was purified by flash chromatography (10-20% EtOAc/hexanes) t... The product is O=C(O)C(=O)c1cc(Br)sc1Br. As a reaction SMILES: [CH2:1]([CH3:2])[O:3][C:4]([C:5](=[O:6])[c:7]1[c:8]([Br:13])[s:9][c:10]([Br:12])[cH:11]1)=[O:14].[CH3:16][C:17](=[O:18])[CH3:19].[ClH:15].[OH2:20]>>[O:3]=[C:4]([C:5](=[O:6])[c:7]1[c:8]([Br:13])[s:9][c:10]([Br:12])[cH:11]1)[OH:14]. Starting materials: CCOC(=O)C(=O)c1cc(Br)sc1Br, CC(C)=O, Cl, O. Reactants: C=CCOC1CC(N)c2cc(OC)ccc21, O=C(NC(Cc1cc(F)cc(F)c1)C1CO1)OCc1ccccc1. The product is C=CCOC1CC(NCC(O)C(Cc2cc(F)cc(F)c2)NC(=O)OCc2ccccc2)c2cc(OC)ccc21. As a reaction SMILES: [CH2:1]([CH:2]=[CH2:3])[O:4][CH:5]1[CH2:6][CH:7]([NH2:16])[c:8]2[cH:9][c:10]([O:14][CH3:15])[cH:11][cH:12][c:13]21.[F:17][c:18]1[cH:19][c:20]([CH2:25][CH:26]([CH:27]2[O:28][CH2:29]2)[NH:30][C:31]([O:32][CH2:33][c:34]2[cH:35][cH:36][cH:37][cH:38][cH:39]2)=[O:40])[cH:21][c:22]([F:24])[cH:23]1>>[CH2:1]([CH:2]=[CH2:3])[O:4][CH:5]1[CH2:6][CH:7]([NH:16][CH2:29][CH:27]([CH:26]([CH2:25][c:20]2[cH:19][c:18]([F:17])[cH:23][c:22]([F:24])[cH:21]2)[NH:30][C:31]([O:32][CH2:33][c:34]2[cH:35][cH:36][cH:37][cH:38][cH:39]2)=[O:40])[OH:28])[c:8]2[cH:9][c:10]([O:14][CH3:15])[cH:11][cH:12][c:13]21.